Dataset: the Open Reaction Database (ORD), a public repository of structured organic reaction records. Task: describe an organic reaction: reactants, conditions, products, and yield Starting materials: C(C1=CC=CC=C1)OC(=O)NCCI (N-benzyloxycarbonyl-2-iodo-ethylamine), C(C1=CC=CC=C1)N1CCNCC1 (1-benzylpiperazine), C([O-])([O-])=O.[K+].[K+] (potassium carbonate), CN(P(=O)(N(C)C)N(C)C)C (hexamethylphosphoramide). The solvent is O (Water). Reaction conditions: time 8 hour. The product is C(C1=CC=CC=C1)OC(=O)NCCN1CCN(CC1)CC1=CC=CC=C1 (N-benzyloxycarbonyl-2-(4-benzylpiperazin-1-yl)ethylamine). Yield: 70.2%. RXN SMILES: [CH2:1]([O:8][C:9]([NH:11][CH2:12][CH2:13]I)=[O:10])[C:2]1[CH:7]=[CH:6][CH:5]=[CH:4][CH:3]=1.[CH2:15]([N:22]1[CH2:27][CH2:26][NH:25][CH2:24][CH2:23]1)[C:16]1[CH:21]=[CH:20][CH:19]=[CH:18][CH:17]=1.C(=O)([O-])[O-].[K+].[K+].CN(C)P(N(C)C)(N(C)C)=O>O>[CH2:1]([O:8][C:9]([NH:11][CH2:12][CH2:13][N:25]1[CH2:26][CH2:27][N:22]([CH2:15][C:16]2[CH:17]=[CH:18][CH:19]=[CH:20][CH:21]=2)[CH2:23][CH2:24]1)=[O:10])[C:2]1[CH:7]=[CH:6][CH:5]=[CH:4][CH:3]=1 |f:2.3.4|. Procedure details: A mixture of 6.92 g of N-benzyloxycarbonyl-2-iodo-ethylamine, 4.00 g of 1-benzylpiperazine, 15.66 g of potassium carbonate and 40 ml of hexamethylphosphoramide (HMPA) was stirred at room temperature for overnight. Water was added to the reaction mixture, and the resulting mixture was extracted with diethyl ether. The extract was washed and dried, and the solvent was removed under reduced pressure. The residue was purified by silica gel column chromatography (solvent; chloroform:methanol=15:1) to... Reported procedure: 1.9 g Of ethyl 3-[4-(2-methyl-2-phenylpropyloxy)phenyl]-2-thiocyanatopropionate is dissolved in 20 ml of ethanol and to the solution 20 ml of 6 N-hydrochloric acid is added. The mixture is refluxed for 24 hours. After cooling, water is added to the mixture. The mixture is subjected to extraction with ether. The extract is washed with water and then dried. After distilling off ether, the residure is crystallized from ether-n-hexane, whereby 730 mg of 5-[4-(2-methyl-2-phenylpropyloxy)benzyl]thiazo... As a reaction SMILES: [CH3:1][C:2]([C:22]1[CH:27]=[CH:26][CH:25]=[CH:24][CH:23]=1)([CH3:21])[CH2:3][O:4][C:5]1[CH:10]=[CH:9][C:8]([CH2:11][CH:12]([S:18][C:19]#[N:20])[C:13](OCC)=[O:14])=[CH:7][CH:6]=1.[OH2:28]>C(O)C.Cl>[CH3:21][C:2]([C:22]1[CH:23]=[CH:24][CH:25]=[CH:26][CH:27]=1)([CH3:1])[CH2:3][O:4][C:5]1[CH:10]=[CH:9][C:8]([CH2:11][CH:12]2[S:18][C:19](=[O:28])[NH:20][C:13]2=[O:14])=[CH:7][CH:6]=1. Yields the product CC(COC1=CC=C(CC2C(NC(S2)=O)=O)C=C1)(C)C1=CC=CC=C1 (5-[4-(2-methyl-2-phenylpropyloxy)benzyl]thiazolidine-2,4-dione). The solvent is C(C)O (ethanol), solution, Cl (hydrochloric acid). Reactants: CC(COC1=CC=C(C=C1)CC(C(=O)OCC)SC#N)(C)C1=CC=CC=C1 (ethyl 3-[4-(2-methyl-2-phenylpropyloxy)phenyl]-2-thiocyanatopropionate), O (water). Starting materials: NC1=C2N=C(N(C2=NC(=N1)C#CC1(CCCC1)O)C)C1=CC(=CC=C1)F (1-{2-(6-Amino-8-(3-fluorophenyl)-9-methyl-9H-2-purinyl]-1-ethynyl}-1-cyclopentanol), S(O)(O)(=O)=O (sulfuric acid). Run in CO (methanol), CO (methanol). Product: S(=O)(=O)(O)OC1(CCCC1)C#CC1=NC(=C2N=C(N(C2=N1)C)C1=CC(=CC=C1)F)N (1-{2-[6-Amino-8-(3-fluorophenyl)-9-methyl-9H-2-purinyl}-1-ethynyl]-1-cyclopentanol Sulfate). Isolated yield 92.5%. As a reaction SMILES: [NH2:1][C:2]1[N:10]=[C:9]([C:11]#[C:12][C:13]2([OH:18])[CH2:17][CH2:16][CH2:15][CH2:14]2)[N:8]=[C:7]2[C:3]=1[N:4]=[C:5]([C:20]1[CH:25]=[CH:24][CH:23]=[C:22]([F:26])[CH:21]=1)[N:6]2[CH3:19].[S:27](=O)(=[O:30])([OH:29])[OH:28]>CO>[S:27]([O:18][C:13]1([C:12]#[C:11][C:9]2[N:8]=[C:7]3[C:3]([N:4]=[C:5]([C:20]4[CH:25]=[CH:24][CH:23]=[C:22]([F:26])[CH:21]=4)[N:6]3[CH3:19])=[C:2]([NH2:1])[N:10]=2)[CH2:14][CH2:15][CH2:16][CH2:17]1)([OH:30])(=[O:29])=[O:28]. Reported procedure: 1-{2-(6-Amino-8-(3-fluorophenyl)-9-methyl-9H-2-purinyl]-1-ethynyl}-1-cyclopentanol (1.59 g) was suspended in 10 mL of methanol and 1 mL of a methanol solution of 440 mg of concentrated sulfuric acid was added dropwise thereinto at room temperature. The resulting solution was evaporated until the amount of the solution became about one half followed by adding 4 mL of ether thereto. The resulting crystals were collected by filtration, washed with ether and dried to give 1.79 g of the sulfate. Product: Cl, [NH3+]CC=C(F)COc1ccc(C(=O)[O-])cc1. As a reaction SMILES: [ClH:19].[ClH:1].[NH2:2][CH2:3][CH:4]=[C:5]([CH2:6][O:7][c:8]1[cH:9][cH:10][c:11]([C:12](=[O:13])[O:14][CH3:15])[cH:16][cH:17]1)[F:18]>>[ClH:1].[NH3+:2][CH2:3][CH:4]=[C:5]([CH2:6][O:7][c:8]1[cH:9][cH:10][c:11]([C:12](=[O:13])[O-:14])[cH:16][cH:17]1)[F:18]. Reactants: Cl, Cl, COC(=O)c1ccc(OCC(F)=CCN)cc1. The reactants are CC(C1=CC=C(C=C1)Cl)OC(=O)C=1C(C(=C(NC1C)C)C(=O)OC)C1=C(C=CC=C1)[N+](=O)[O-] (2,6-dimethyl-3-methoxycarbonyl-4-(2'-nitrophenyl)-1,4-dihydropyridine-5-carboxylic acid α-methyl-4-chlorobenzyl ester). The solvent is C(C)O (ethanol), C(C)O (ethanol). Product: COC(=O)CC(=O)/C=C/C1=CC=CC=C1[N+](=O)[O-] (2'-nitrobenzylideneacetoacetic acid methyl ester), CC(C1=CC=C(C=C1)Cl)OC(\C=C(\C)/N)=O (β-aminocrotonic acid α-methyl-4-chlorobenzyl ester). As a reaction SMILES: [CH3:1][CH:2]([O:10][C:11]([C:13]1[CH:14]([C:25]2[CH:30]=[CH:29][CH:28]=[CH:27][C:26]=2[N+:31]([O-:33])=[O:32])[C:15]([C:21]([O:23]C)=O)=C(C)[NH:17][C:18]=1[CH3:19])=[O:12])[C:3]1[CH:8]=[CH:7][C:6]([Cl:9])=[CH:5][CH:4]=1>C(O)C>[CH3:2][O:10][C:11]([CH2:13][C:21](/[CH:15]=[CH:14]/[C:25]1[C:26]([N+:31]([O-:33])=[O:32])=[CH:27][CH:28]=[CH:29][CH:30]=1)=[O:23])=[O:12].[CH3:1][CH:2]([O:10][C:11](=[O:12])/[CH:13]=[C:18](\[NH2:17])/[CH3:19])[C:3]1[CH:4]=[CH:5][C:6]([Cl:9])=[CH:7][CH:8]=1. Reported procedure: Analogously to Example 1 heating a solution of 75 mmols of 2'-nitrobenzylideneacetoacetic acid methyl ester and 75 mmols of β-aminocrotonic acid α-methyl-4-chlorobenzyl ester in 120 ml of ethanol gave 2,6-dimethyl-3-methoxycarbonyl-4-(2'-nitrophenyl)-1,4-dihydropyridine-5-carboxylic acid α-methyl-4-chlorobenzyl ester of melting point 206° C (from ethanol). Starting materials: CO, Cc1cc(C)c(C(CO)c2ccccc2)c(O)c1C. Product: Cc1cc(C)c2c(c1C)OCC2c1ccccc1. As a reaction SMILES: [CH3:20][OH:21].[OH:1][CH2:2][CH:3]([c:4]1[cH:5][cH:6][cH:7][cH:8][cH:9]1)[c:10]1[c:11]([OH:19])[c:12]([CH3:18])[c:13]([CH3:17])[cH:14][c:15]1[CH3:16]>>[CH2:2]1[CH:3]([c:4]2[cH:5][cH:6][cH:7][cH:8][cH:9]2)[c:10]2[c:11]([c:12]([CH3:18])[c:13]([CH3:17])[cH:14][c:15]2[CH3:16])[O:19]1.